Dataset: the Open Reaction Database (ORD), a public repository of structured organic reaction records. Task: describe an organic reaction: reactants, conditions, products, and yield Starting materials: C([O-])(O)=O.[Na+] (sodium bicarbonate), C(=O)(OCC1=CC=CC=C1)Cl (CBZ-Cl), FC1=C(C=O)C=C(C=C1)[N+](=O)[O-] (2-fluoro-5-nitrobenzaldehyde), CN (methylamine), [BH4-].[Na+] (Sodium borohydride). The solvent is CO (MeOH). Reaction conditions: time 2 hour. The product is FC1=C(CN(C(OCC2=CC=CC=C2)=O)C)C=C(C=C1)[N+](=O)[O-] (Benzyl 2-fluoro-5-nitrobenzyl(methyl)carbamate). Yield: 95.6%. RXN SMILES: [F:1][C:2]1[CH:9]=[CH:8][C:7]([N+:10]([O-:12])=[O:11])=[CH:6][C:3]=1[CH:4]=O.[CH3:13][NH2:14].[BH4-].[Na+].C(=O)(O)[O-].[Na+].[C:22](Cl)([O:24][CH2:25][C:26]1[CH:31]=[CH:30][CH:29]=[CH:28][CH:27]=1)=[O:23]>CO>[F:1][C:2]1[CH:9]=[CH:8][C:7]([N+:10]([O-:12])=[O:11])=[CH:6][C:3]=1[CH2:4][N:14]([CH3:13])[C:22](=[O:23])[O:24][CH2:25][C:26]1[CH:31]=[CH:30][CH:29]=[CH:28][CH:27]=1 |f:2.3,4.5|. Reported procedure: To a flask with 2-fluoro-5-nitrobenzaldehyde (2 g, 11.83 mmol) in MeOH (60 mL) was added methylamine (33% in EtOH, 2.94 mL, 23.65 mmol). The reaction mixture was stirred at rt for 2 h, cooled to 0° C. Sodium borohydride (0.895 g, 23.65 mmol) was added and the mixture was stirred at rt for 1 h. Solvent was removed and the residue was suspended in THF (60.0 mL) and water (30.0 mL). The mixture was treated with sodium bicarbonate (2.98 g, 35.5 mmol), cooled to 0° C., and then CBZ-Cl (2.195 mL, 15.3... Reactants: P(O)(O)(O)=O (phosphoric acid), C(=C)C(=O)C (methyl vinyl ketone), liquid, C#N (hydrocyanic acid), CC=1C(=C(C(=C(O)C1)C)C)O (trimethylhydroquinone), B(F)(F)F (BF3). The solvent is C(C)N(CC)CC (triethylamine), C1(=CC=CC=C1)C (toluene), [N+](=O)([O-])C (nitromethane). Run at time 1.5 hour. The product is C(#N)C1OC2=CC=CC=C2CC1 (2-cyanochromane). The yield is 78.0%. As a reaction SMILES: [CH:1]([C:3]([CH3:5])=[O:4])=[CH2:2].C#[N:7].P(=O)(O)(O)O.C[C:14]1[C:15](O)=[C:16](C)[C:17](C)=[C:18]([CH:20]=1)O.B(F)(F)F>C1(C)C=CC=CC=1.C(N(CC)CC)C.[N+](C)([O-])=O>[C:5]([CH:3]1[CH2:1][CH2:2][C:18]2[C:20](=[CH:14][CH:15]=[CH:16][CH:17]=2)[O:4]1)#[N:7]. Reported procedure: 23.7 g (0.338 mole) of methyl vinyl ketone were added over 5 minutes to a solution of 9.7 g (0.36 mole) of liquid hydrocyanic acid and 34 g of nitromethane whilst stirring, and thereafter 0.5 g of triethylamine was added slowly, first at -20° C. and then at -25° C. The reaction mixture was then kept at -20° C. for 1.5 hours. After acidifying the mixture with 1 g of phosphoric acid, 51.4 g (0.338 mole) of trimethylhydroquinone and 180 g of toluene were added, and 23.0 g (0.338 mole) of BF3 were t...